This data is from the Open Reaction Database (ORD), a public repository of structured organic reaction records. The task is: describe an organic reaction: reactants, conditions, products, and yield The reactants are N(=NC(=O)OCC)C(=O)OCC (diethyl azodicarboxylate), CC=1N=C(SC1)S(=O)(=O)NC1=C(C=C2CCCC2=C1)OCC1=CC=C(C(=O)OC)C=C1 (methyl 4-{[(6-{[(4-methyl-1,3-thiazol-2-yl)sulfonyl]amino}-2,3-dihydro-1H-inden-5-yl)oxy]methyl}benzoate), FC(CO)C (2-fluoro-1-propanol), C1(=CC=CC=C1)P(C1=CC=CC=C1)C1=CC=CC=C1 (triphenylphosphine). Run in C1CCOC1 (THF). Reaction conditions: time 20 hour. Yields the product FC(CN(C1=C(C=C2CCCC2=C1)OCC1=CC=C(C(=O)OC)C=C1)S(=O)(=O)C=1SC=C(N1)C)C (methyl 4-{[(6-{(2-fluoropropyl)[(4-methyl-1,3-thiazol-2-yl)sulfonyl]amino}-2,3-dihydro-1H-inden-5-yl)oxy]methyl}benzoate). Isolated yield 103.5%. As a reaction SMILES: [CH3:1][C:2]1[N:3]=[C:4]([S:7]([NH:10][C:11]2[CH:19]=[C:18]3[C:14]([CH2:15][CH2:16][CH2:17]3)=[CH:13][C:12]=2[O:20][CH2:21][C:22]2[CH:31]=[CH:30][C:25]([C:26]([O:28][CH3:29])=[O:27])=[CH:24][CH:23]=2)(=[O:9])=[O:8])[S:5][CH:6]=1.[F:32][CH:33]([CH3:36])[CH2:34]O.C1(P(C2C=CC=CC=2)C2C=CC=CC=2)C=CC=CC=1.N(C(OCC)=O)=NC(OCC)=O>C1COCC1>[F:32][CH:33]([CH3:36])[CH2:34][N:10]([S:7]([C:4]1[S:5][CH:6]=[C:2]([CH3:1])[N:3]=1)(=[O:8])=[O:9])[C:11]1[CH:19]=[C:18]2[C:14]([CH2:15][CH2:16][CH2:17]2)=[CH:13][C:12]=1[O:20][CH2:21][C:22]1[CH:23]=[CH:24][C:25]([C:26]([O:28][CH3:29])=[O:27])=[CH:30][CH:31]=1. Procedure: 311 mg of methyl 4-{[(6-{[(4-methyl-1,3-thiazol-2-yl)sulfonyl]amino}-2,3-dihydro-1H-inden-5-yl)oxy]methyl}benzoate, 63.6 mg of 2-fluoro-1-propanol, and 356 mg of triphenylphosphine were dissolved in 4.0 mL of THF, and 591 mg of diethyl azodicarboxylate was added thereto under ice-cooling, followed by stirring at room temperature for 20 hours. The reaction liquid was concentrated under reduced pressure and the obtained residue was purified by silica gel column chromatography (hexane:ethyl acetate... The reactants are BrC1=CC(=CC=2N=C(OC21)C2=CC=C(C=C2)OC)OC (7-bromo-5-methoxy-2-(4-methoxyphenyl)-1,3-benzoxazole), Br[Zn]C1CCCC1 (bromo(cyclopentyl)zinc). Product: C1(CCCC1)C1=CC(=CC=2N=C(OC21)C2=CC=C(C=C2)O)O (7-Cyclopentyl-2-(4-hydroxyphenyl)-1,3-benzoxazol-5-ol). Reaction SMILES: Br[C:2]1[C:10]2[O:9][C:8]([C:11]3[CH:16]=[CH:15][C:14]([O:17]C)=[CH:13][CH:12]=3)=[N:7][C:6]=2[CH:5]=[C:4]([O:19]C)[CH:3]=1.Br[Zn][CH:23]1[CH2:27][CH2:26][CH2:25][CH2:24]1>>[CH:23]1([C:2]2[C:10]3[O:9][C:8]([C:11]4[CH:12]=[CH:13][C:14]([OH:17])=[CH:15][CH:16]=4)=[N:7][C:6]=3[CH:5]=[C:4]([OH:19])[CH:3]=2)[CH2:27][CH2:26][CH2:25][CH2:24]1. Reported procedure: The title compound was prepared in substantially the same manner as described in Example 35, from 7-bromo-5-methoxy-2-(4-methoxyphenyl)-1,3-benzoxazole, and bromo(cyclopentyl)zinc. The desired product was obtained as a white solid, m.p. 220-222° C.; MS m/e 296 (M+H)+. The reactants are ClC1=NC=CC2=C1N=C(N2)C (4-Chloro-2-methylimidazo[4,5-c]pyridine), C([O-])([O-])=O.[K+].[K+] (Potassium carbonate), 105515f, ( 8 ), ClC1=NC=C(C(=O)OCC)C=C1 (ethyl 6-chloronicotinate). Solvent: CN(C=O)C (N,N-dimethylformamide). The product is ClC1=NC=CC2=C1N=C(N2C2=NC=C(C=C2)C(=O)OCC)C (4-Chloro-1-(5-ethoxycarbonylpyrid-2-yl)-2-methylimidazo[4,5-c]pyridine). The yield is 51.0%. RXN SMILES: [Cl:1][C:2]1[C:7]2[N:8]=[C:9]([CH3:11])[NH:10][C:6]=2[CH:5]=[CH:4][N:3]=1.Cl[C:13]1[CH:23]=[CH:22][C:16]([C:17]([O:19][CH2:20][CH3:21])=[O:18])=[CH:15][N:14]=1.C(=O)([O-])[O-].[K+].[K+]>CN(C)C=O>[Cl:1][C:2]1[C:7]2[N:8]=[C:9]([CH3:11])[N:10]([C:13]3[CH:23]=[CH:22][C:16]([C:17]([O:19][CH2:20][CH3:21])=[O:18])=[CH:15][N:14]=3)[C:6]=2[CH:5]=[CH:4][N:3]=1 |f:2.3.4|. Procedure details: 4-Chloro-2-methylimidazo[4,5-c]pyridine described in C.A. 79, 105515f but made by the method of Chem. Pharm. Bull, 12 (8) 866-872 (1964) (3.34 g, 20 mmol), and ethyl 6-chloronicotinate (3.71 g, 26.2 mmol) were dissolved in N,N-dimethylformamide (42 ml). Potassium carbonate (2.76 g, 20 mmol) was added and the reaction was refluxed overnight. The reaction mixture was cooled, the solvent removed under reduced pressure and the crude product purified by flash chromatography eluting with ethyl acetate... Reactants: O=C([O-])[O-], CC1(C)OB(c2ccc(N3CCOCC3)nc2)OC1(C)C, COCCOC, CCO, C[Si](C)(C)CCOCn1nc(I)c2ccc(C=O)cc21, [Na+], [Na+], O, Cl[Pd]Cl, c1ccc(P(c2ccccc2)c2ccccc2)cc1, c1ccc(P(c2ccccc2)c2ccccc2)cc1. As a reaction SMILES: [C:42](=[O:43])([O-:44])[O-:45].[CH3:21][C:22]1([CH3:23])[C:24]([CH3:25])([CH3:26])[O:27][B:28]([c:29]2[cH:30][cH:31][c:32]([N:35]3[CH2:36][CH2:37][O:38][CH2:39][CH2:40]3)[n:33][cH:34]2)[O:41]1.[CH3:48][O:49][CH2:50][CH2:51][O:52][CH3:53].[CH3:55][CH2:56][OH:57].[I:1][c:2]1[n:3][n:4]([CH2:13][O:14][CH2:15][CH2:16][Si:17]([CH3:18])([CH3:19])[CH3:20])[c:5]2[cH:6][c:7]([CH:11]=[O:12])[cH:8][cH:9][c:10]12.[Na+:46].[Na+:47].[OH2:54].[Pd:58]([Cl:59])[Cl:60].[c:61]1([P:62]([c:63]2[cH:64][cH:65][cH:66][cH:67][cH:68]2)[c:69]2[cH:70][cH:71][cH:72][cH:73][cH:74]2)[cH:75][cH:76][cH:77][cH:78][cH:79]1.[c:80]1([P:81]([c:82]2[cH:83][cH:84][cH:85][cH:86][cH:87]2)[c:88]2[cH:89][cH:90][cH:91][cH:92][cH:93]2)[cH:94][cH:95][cH:96][cH:97][cH:98]1>>[c:2]1(-[c:29]2[cH:30][cH:31][c:32]([N:35]3[CH2:36][CH2:37][O:38][CH2:39][CH2:40]3)[n:33][cH:34]2)[n:3][n:4]([CH2:13][O:14][CH2:15][CH2:16][Si:17]([CH3:18])([CH3:19])[CH3:20])[c:5]2[cH:6][c:7]([CH:11]=[O:12])[cH:8][cH:9][c:10]12. Product: C[Si](C)(C)CCOCn1nc(-c2ccc(N3CCOCC3)nc2)c2ccc(C=O)cc21. The reactants are CO, O=Cc1ccccc1[N+](=O)[O-], N. Yields the product N=Cc1ccccc1[N+](=O)[O-]. RXN SMILES: [CH3:13][OH:14].[N+:1](=[O:2])([O-:3])[c:4]1[c:5]([CH:6]=[O:7])[cH:8][cH:9][cH:10][cH:11]1.[NH3:12]>>[N+:1](=[O:2])([O-:3])[c:4]1[c:5]([CH:6]=[NH:12])[cH:8][cH:9][cH:10][cH:11]1.